Dataset: the Open Reaction Database (ORD), a public repository of structured organic reaction records. Task: describe an organic reaction: reactants, conditions, products, and yield Product: Brc1csc(-c2nn(C(c3ccccc3)(c3ccccc3)c3ccccc3)c3ncccc23)n1. The reactants are Brc1csc(-c2n[nH]c3ncccc23)n1, ClC(c1ccccc1)(c1ccccc1)c1ccccc1, [H-], [Na+], CN(C)C=O. RXN SMILES: [Br:1][c:2]1[n:3][c:4](-[c:7]2[n:8][nH:9][c:10]3[n:11][cH:12][cH:13][cH:14][c:15]23)[s:5][cH:6]1.[Cl:18][C:19]([c:20]1[cH:21][cH:22][cH:23][cH:24][cH:25]1)([c:26]1[cH:27][cH:28][cH:29][cH:30][cH:31]1)[c:32]1[cH:33][cH:34][cH:35][cH:36][cH:37]1.[H-:16].[Na+:17].[O:38]=[CH:39][N:40]([CH3:41])[CH3:42]>>[Br:1][c:2]1[n:3][c:4](-[c:7]2[n:8][n:9]([C:19]([c:20]3[cH:21][cH:22][cH:23][cH:24][cH:25]3)([c:26]3[cH:27][cH:28][cH:29][cH:30][cH:31]3)[c:32]3[cH:33][cH:34][cH:35][cH:36][cH:37]3)[c:10]3[n:11][cH:12][cH:13][cH:14][c:15]23)[s:5][cH:6]1. Run in C(CC)#N (propionitrile), C(=O)(O)OC(=O)[O-].[Na+] (sodium hydrogen dicarbonate). Conditions: temperature 120 celsius. Procedure details: Trifluoroacetic acid (0.091 mL) was added to the mixture of (S)-3-aminohexan-1-ol (416 mg) and the product from step (ix) (775 mg) in propionitrile (8 mL). After the mixture was heated at 120° C. for 16 h, the reaction mixture was cooled to RT, diluted with sat. sodium hydrogen dicarbonate and extracted with EtOAc. The combined organic layer was dried and concentrated under reduced pressure. The residue was purified by flash column chromatography on amino silica gel to afford the sub-title compo... Yield: 76.8%. Reaction SMILES: FC(F)(F)C(O)=O.[NH2:8][C@@H:9]([CH2:13][CH2:14][CH3:15])[CH2:10][CH2:11][OH:12].[NH2:16][C:17]1[N:22]=[C:21](OS(C2C(C)=CC(C)=CC=2C)(=O)=O)[C:20]([CH2:36][C:37]2[CH:58]=[CH:57][C:40]([O:41][CH2:42][CH2:43][CH2:44][N:45]3[CH2:49][CH2:48][CH2:47][C@@H:46]3[C:50]([O:52][C:53]([CH3:56])([CH3:55])[CH3:54])=[O:51])=[CH:39][C:38]=2[O:59][CH3:60])=[C:19]([CH3:61])[N:18]=1>C(#N)CC.C(OC([O-])=O)(O)=O.[Na+]>[NH2:16][C:17]1[N:22]=[C:21]([NH:8][C@@H:9]([CH2:13][CH2:14][CH3:15])[CH2:10][CH2:11][OH:12])[C:20]([CH2:36][C:37]2[CH:58]=[CH:57][C:40]([O:41][CH2:42][CH2:43][CH2:44][N:45]3[CH2:49][CH2:48][CH2:47][C@@H:46]3[C:50]([O:52][C:53]([CH3:56])([CH3:55])[CH3:54])=[O:51])=[CH:39][C:38]=2[O:59][CH3:60])=[C:19]([CH3:61])[N:18]=1 |f:4.5|. The reactants are FC(C(=O)O)(F)F (Trifluoroacetic acid), N[C@H](CCO)CCC ((S)-3-aminohexan-1-ol), NC1=NC(=C(C(=N1)OS(=O)(=O)C1=C(C=C(C=C1C)C)C)CC1=C(C=C(OCCCN2[C@H](CCC2)C(=O)OC(C)(C)C)C=C1)OC)C ((R)-tert-butyl 1-(3-(4-((2-amino-4-(mesitylsulfonyloxy)-6-methylpyrimidin-5-yl)methyl)-3-methoxyphenoxy)propyl)pyrrolidine-2-carboxylate). The product is NC1=NC(=C(C(=N1)N[C@H](CCO)CCC)CC1=C(C=C(OCCCN2[C@H](CCC2)C(=O)OC(C)(C)C)C=C1)OC)C ((R)-tert-butyl 1-(3-(4-((2-amino-4-((S)-1-hydroxyhexan-3-ylamino)-6-methyl pyrimidin-5-yl)methyl)-3-methoxyphenoxy)propyl)pyrrolidine-2-carboxylate). Reactants: FC(C(=O)O)(F)F.N1C[C@H](CC1)CNC(=O)C=1NC2=CC=C(C=C2C1)Cl (5-chloro-1H-indole-2-carboxylic acid ((S)-1-pyrrolidin-3-ylmethyl)-amide trifluoro acetate), [N+](=O)([O-])C1=CC=C(C=C1)OC(NC1=C(C=C(C=C1)N1C(C=CC=C1)=O)F)=O ([2-fluoro-4-(2-oxo-2H-pyridin-1-yl)-phenyl]-carbamic acid 4-nitro-phenyl ester). Product: FC1=C(C=CC(=C1)N1C(C=CC=C1)=O)NC(=O)N1C[C@H](CC1)CNC(=O)C=1NC2=CC=C(C=C2C1)Cl (5-chloro-1H-indole-2-carboxylic acid {(R)-1-[2-fluoro-4-(2-oxo-2H-pyridin-1-yl)-phenylcarbamoyl]-pyrrolidin-3-ylmethyl}-amide). RXN SMILES: FC(F)(F)C(O)=O.[NH:8]1[CH2:12][CH2:11][C@H:10]([CH2:13][NH:14][C:15]([C:17]2[NH:18][C:19]3[C:24]([CH:25]=2)=[CH:23][C:22]([Cl:26])=[CH:21][CH:20]=3)=[O:16])[CH2:9]1.[N+](C1C=CC([O:36][C:37](=O)[NH:38][C:39]2[CH:44]=[CH:43][C:42]([N:45]3[CH:50]=[CH:49][CH:48]=[CH:47][C:46]3=[O:51])=[CH:41][C:40]=2[F:52])=CC=1)([O-])=O>>[F:52][C:40]1[CH:41]=[C:42]([N:45]2[CH:50]=[CH:49][CH:48]=[CH:47][C:46]2=[O:51])[CH:43]=[CH:44][C:39]=1[NH:38][C:37]([N:8]1[CH2:12][CH2:11][C@H:10]([CH2:13][NH:14][C:15]([C:17]2[NH:18][C:19]3[C:24]([CH:25]=2)=[CH:23][C:22]([Cl:26])=[CH:21][CH:20]=3)=[O:16])[CH2:9]1)=[O:36] |f:0.1|. Procedure details: 69.3 Using general method H, 5-chloro-1H-indole-2-carboxylic acid ((S)-1-pyrrolidin-3-ylmethyl)-amide trifluoro acetate was reacted with [2-fluoro-4-(2-oxo-2H-pyridin-1-yl)-phenyl]-carbamic acid 4-nitro-phenyl ester (prepared according to example 54.3) to give 5-chloro-1H-indole-2-carboxylic acid {(R)-1-[2-fluoro-4-(2-oxo-2H-pyridin-1-yl)-phenylcarbamoyl]-pyrrolidin-3-ylmethyl}-amide. Pale yellow solid. MS 506.1 ([M−H]−) Starting materials: [F-].[NH4+] (ammonium fluoride), FC(S(=O)(=O)OC=1C=C2CCCC(C2=CC1)=O)(F)F (3,4-Dihydro-6-trifluoromethylsulfonyloxy-1(2H)-naphthalenone), N1=CC=C(C=C1)[Sn](CCCC)(CCCC)CCCC (4-pyridyltributyltin), [Cl-].[Li+] (lithium chloride), [Cl-] (chloride). The solvent is C(C)(=O)OCC (ethyl acetate), CN(C=O)C (N,N-dimethylformamide). Reaction conditions: temperature 120 celsius, time 4 hour. Product: N1=CC=C(C=C1)C=1C=C2CCCC(C2=CC1)=O (3,4-Dihydro-6-(4-pyridyl)-1(2H)-naphthalenone). Isolated yield 69.3%. As a reaction SMILES: FC(F)(F)S(O[C:7]1[CH:8]=[C:9]2[C:14](=[CH:15][CH:16]=1)[C:13](=[O:17])[CH2:12][CH2:11][CH2:10]2)(=O)=O.[N:20]1[CH:25]=[CH:24][C:23]([Sn](CCCC)(CCCC)CCCC)=[CH:22][CH:21]=1.[Cl-].[Li+].[Cl-].[F-].[NH4+]>CN(C)C=O.C(OCC)(=O)C>[N:20]1[CH:25]=[CH:24][C:23]([C:7]2[CH:8]=[C:9]3[C:14](=[CH:15][CH:16]=2)[C:13](=[O:17])[CH2:12][CH2:11][CH2:10]3)=[CH:22][CH:21]=1 |f:2.3,5.6|. Procedure details: 3,4-Dihydro-6-trifluoromethylsulfonyloxy-1(2H)-naphthalenone (4.41 g, 15.0 mmol) was dissolved in 40 ml of N,N-dimethylformamide in an argon atmosphere, and 6.77 g (18.4 mmol) of 4-pyridyltributyltin, 1.90 g (45.0 mmol) of lithium chloride and 0.53 g (0.75 mmol) of bistriphenylphosphinepalladium chloride were added to the solution. The mixture was stirred at 120° C. for 4 hours. The reaction product was cooled to room temperature, and ethyl acetate and a 2M-ammonium fluoride aqueous solution wer... Reactants: BrB(Br)Br, ClCCl, COc1ccc(N2CC(CN3CCC(Cc4ccc(F)cc4)CC3)OC2=O)cc1. The product is O=C1OC(CN2CCC(Cc3ccc(F)cc3)CC2)CN1c1ccc(O)cc1. RXN SMILES: [B:30]([Br:31])([Br:32])[Br:33].[Cl:34][CH2:35][Cl:36].[F:1][c:2]1[cH:3][cH:4][c:5]([CH2:6][CH:7]2[CH2:8][CH2:9][N:10]([CH2:13][CH:14]3[CH2:15][N:16]([c:20]4[cH:21][cH:22][c:23]([O:26][CH3:27])[cH:24][cH:25]4)[C:17](=[O:19])[O:18]3)[CH2:11][CH2:12]2)[cH:28][cH:29]1>>[F:1][c:2]1[cH:3][cH:4][c:5]([CH2:6][CH:7]2[CH2:8][CH2:9][N:10]([CH2:13][CH:14]3[CH2:15][N:16]([c:20]4[cH:21][cH:22][c:23]([OH:26])[cH:24][cH:25]4)[C:17](=[O:19])[O:18]3)[CH2:11][CH2:12]2)[cH:28][cH:29]1. Starting materials: NC1=C(C=CC=C1N)C (2,3-diaminotoluene), C(\C=C\C1=CC=CC=C1)(=O)O ((E)-cinnamic acid), polyphosphoric acid, aqueous solution, [OH-].[Na+] (sodium hydroxide). The solvent is O (water). Run at temperature 180 celsius. Yields the product CC1=CC=CC=2NC(=NC21)\C=C\C2=CC=CC=C2 ((E)-4-Methyl-2-styryl-1H-benzimidazole). Yield: 13.0%. As a reaction SMILES: [NH2:1][C:2]1[C:7]([NH2:8])=[CH:6][CH:5]=[CH:4][C:3]=1[CH3:9].[C:10](O)(=O)/[CH:11]=[CH:12]/[C:13]1[CH:18]=[CH:17][CH:16]=[CH:15][CH:14]=1.[OH-].[Na+]>O>[CH3:9][C:3]1[C:2]2[N:1]=[C:10](/[CH:11]=[CH:12]/[C:13]3[CH:18]=[CH:17][CH:16]=[CH:15][CH:14]=3)[NH:8][C:7]=2[CH:6]=[CH:5][CH:4]=1 |f:2.3|. Procedure: A mixture of 2,3-diaminotoluene (2.44 g, 20 mmol), (E)-cinnamic acid (2.96 g, 20 mmol) and polyphosphoric acid (10 g) was heated to 180° C. for 90 min. The hot mixture was poured into water (100 ml), basified with 50% aqueous solution of sodium hydroxide and extracted with dichloromethane (3×100 ml). The combined extracts were washed with water (100 ml) and brine (100 ml), dried (magnesium sulfate) and concentrated to dryness. Purification by column chromatography (silica gel, 300 g; n-hexane/et...